From a dataset of the Open Reaction Database (ORD), a public repository of structured organic reaction records. describe an organic reaction: reactants, conditions, products, and yield Starting materials: ClC1=CC(=C(C=C1)[N+](=O)[O-])NC (4-chloro-2-methylaminonitrobenzene), [Li+].[Cl-] (LiCl), C(C=C)(=O)OCCCC (n-butyl acrylate), CN1C=NC=C1 (1-methylimidazole), CCN(C(C)C)C(C)C (iPr2NEt). Run at temperature 110 celsius, time 12 hour. The reagents and catalysts are CC(=O)[O-].CC(=O)[O-].[Pd+2] (Pd(OAc)2). Procedure: To a mixture of 4-chloro-2-methylaminonitrobenzene (50.0 g, 268.0 mmol, 1.0 eq), Pd(OAc)2 (0.30 g, 1.3 mmol, 0.005 eq) and LiCl (11.4 g 268.0 mmol, 1.0 eq) in DMAc (250 mL) was added iPr2NEt (56 mL, 321.5 mmol, 1.2 eq) followed by n-butyl acrylate (40 mL, 281.4 mmol, 1.05 eq) under nitrogen. The reaction mixture was stirred at 110° C. for 12 h, then cooled to 50° C. 1-methylimidazole (10.6 mL, 134.0 mmol, 0.5 eq) was added and the mixture was stirred for 30 min before filtering and adding water ... The product is CNC=1C=C(C=CC(=O)OCCCC)C=CC1[N+](=O)[O-] (n-butyl 3-methylamino-4-nitrocinnamate). RXN SMILES: Cl[C:2]1[CH:7]=[CH:6][C:5]([N+:8]([O-:10])=[O:9])=[C:4]([NH:11][CH3:12])[CH:3]=1.[Li+].[Cl-].CCN(C(C)C)C(C)C.[C:24]([O:28][CH2:29][CH2:30][CH2:31][CH3:32])(=[O:27])[CH:25]=[CH2:26].CN1C=CN=C1>CC(N(C)C)=O.CC([O-])=O.CC([O-])=O.[Pd+2]>[CH3:12][NH:11][C:4]1[CH:3]=[C:2]([CH:7]=[CH:6][C:5]=1[N+:8]([O-:10])=[O:9])[CH:26]=[CH:25][C:24]([O:28][CH2:29][CH2:30][CH2:31][CH3:32])=[O:27] |f:1.2,7.8.9|. Run in CC(=O)N(C)C (DMAc). Reactants: C([O-])([O-])=O.[NH4+].[NH4+] (ammonium carbonate), O.C(CCC(=O)[O-])(=O)[O-].[Ca+2] (calcium succinate monohydrate). Run in O (water). Run at time 2 hour. Yields the product C(CCC(=O)[O-])(=O)[O-].[NH4+].[NH4+] (ammonium succinate). RXN SMILES: C(=O)([O-])[O-].[NH4+:5].[NH4+].O.[C:8]([O-:15])(=[O:14])[CH2:9][CH2:10][C:11]([O-:13])=[O:12].[Ca+2]>O>[C:8]([O-:15])(=[O:14])[CH2:9][CH2:10][C:11]([O-:13])=[O:12].[NH4+:5].[NH4+:5] |f:0.1.2,3.4.5,7.8.9|. Procedure: The influence of the quantity of ammonium carbonate in the salt substitution step was examined. To 80 g calcium succinate monohydrate (Junsei Kagaku Co., Ltd., guaranteed grade), 188 g water was added to form a slurry solution with a 20% by weight succinic acid concentration. To this solution, varying quantities of ammonium carbonate were added. After reacting for 2 hours with stirring, ammonium succinate solutions were obtained by centrifugation to remove precipitates. Reactants: ClCC(=O)Cl (Choroacetyl chloride), ice, C(=O)([O-])[O-].[K+].[K+] (K2CO3), Cl.NC1=C(C=C(O)C=C1)O (4-Amino resorcinol HCl). Solvent: C1(=CC=CC=C1)C (toluene), O (water). Conditions: temperature 2.5 celsius, time 8 hour. Product: OC=1C=CC2=C(OCC(N2)=O)C1 (7-Hydroxy-2H-benzo[b][1,4]oxazin-3(4H)-one). Reaction SMILES: C([O-])([O-])=O.[K+].[K+].Cl.[NH2:8][C:9]1[CH:15]=[CH:14][C:12]([OH:13])=[CH:11][C:10]=1[OH:16].Cl[CH2:18][C:19](Cl)=[O:20]>O.C1(C)C=CC=CC=1>[OH:13][C:12]1[CH:14]=[CH:15][C:9]2[NH:8][C:19](=[O:20])[CH2:18][O:16][C:10]=2[CH:11]=1 |f:0.1.2,3.4|. Reported procedure: K2CO3 (250 g, 1.8 mol, 4 eq) was dissolved in water (1100 mL) in a 3 L round bottomed flask, vacuum degassed 3 times, then cooled to 0 to 5° C. 4-Amino resorcinol HCl (73 g, 0.45 mol, 1 eq) was added though a strong nitrogen purge, and the blue solution was again degassed 3×. Choroacetyl chloride (45 mL, 64 g, 0.57 mol, 1.25 eq) was dissolved in toluene (225 mL), and was added over 1 h maintaining the temperature below 5° C. the ice bath was removed, and the mixture (biphasic with suspended crys... The reactants are [Li+].CC(C)[N-]C(C)C (LDA), C(C)(C)(C)OC(=O)N1CC(CC1)C1=C(C=C(C=C1)S(=O)(=O)C1=CC(=CC=C1)F)CO (3-[4-(3-Fluoro-benzenesulfonyl)-2-hydroxymethyl-phenyl]-pyrrolidine-1-carboxylic acid tert-butyl ester), CN(C(=O)Cl)C (Dimethylcarbamoyl chloride). Solvent: O (water), C1CCOC1 (THF). Run at temperature -78 celsius, time 30 minute. The product is C(C)(C)(C)OC(=O)N1CC(CC1)C1=C(C=C(C=C1)S(=O)(=O)C1=CC(=CC=C1)F)COC(N(C)C)=O (3-[2-Dimethylcarbamoyloxymethyl-4-(3-fluoro-benzenesulfonyl)-phenyl]-pyrrolidine-1-carboxylic acid tert-butyl ester). Isolated yield 96.4%. As a reaction SMILES: [C:1]([O:5][C:6]([N:8]1[CH2:12][CH2:11][CH:10]([C:13]2[CH:18]=[CH:17][C:16]([S:19]([C:22]3[CH:27]=[CH:26][CH:25]=[C:24]([F:28])[CH:23]=3)(=[O:21])=[O:20])=[CH:15][C:14]=2[CH2:29][OH:30])[CH2:9]1)=[O:7])([CH3:4])([CH3:3])[CH3:2].[Li+].CC([N-]C(C)C)C.[CH3:39][N:40]([CH3:44])[C:41](Cl)=[O:42]>C1COCC1.O>[C:1]([O:5][C:6]([N:8]1[CH2:12][CH2:11][CH:10]([C:13]2[CH:18]=[CH:17][C:16]([S:19]([C:22]3[CH:27]=[CH:26][CH:25]=[C:24]([F:28])[CH:23]=3)(=[O:21])=[O:20])=[CH:15][C:14]=2[CH2:29][O:30][C:41](=[O:42])[N:40]([CH3:44])[CH3:39])[CH2:9]1)=[O:7])([CH3:4])([CH3:2])[CH3:3] |f:1.2|. Procedure details: 3-[4-(3-Fluoro-benzenesulfonyl)-2-hydroxymethyl-phenyl]-pyrrolidine-1-carboxylic acid tert-butyl ester (74 mg, 0.170 mmol) was dissolved in 25 ml of THF and the mixture was cooled to −78° C. LDA (0.102 ml, 0.204 mmol) was added and allowed to stir for 30 minutes. Dimethylcarbamoyl chloride (0.023 ml, 0.255 mmol) was added and the mixture was allowed to warm to room temperature over 3 hours. The mixture was diluted with water and extracted with EtOAc. The combined organic extracts were dried over...